This data is from the Open Reaction Database (ORD), a public repository of structured organic reaction records. The task is: describe an organic reaction: reactants, conditions, products, and yield The product is NC1=C2C(=NC=N1)N(N=C2C2=CC(=CC(=C2)O)F)C(C)C=2OC(C1=CC=CC=C1C2C=2SC(=CC2)C2OC(C(O2)(C)C)(C)C)=O (3-(1-(4-amino-3-(3-fluoro-5-hydroxyphenyl)-1H-pyrazolo[3,4-d]pyrimidin-1-yl)ethyl)-4-(5-(4,4,5,5-tetramethyl-1,3-dioxolan-2-yl)thiophen-2-yl)-1H-isochromen-1-one), NC1=C2C(=NC=N1)N(N=C2C2=CC(=CC(=C2)O)F)C(C)C=2OC(C1=CC=CC=C1C2C2=CC=C(S2)C=O)=O (5-(3-(1-(4-amino-3-(3-fluoro-5-hydroxyphenyl)-1H-pyrazolo[3,4-d]pyrimidin-1-yl)ethyl)-1-oxo-1H-isochromen-4-yl)thiophene-2-carbaldehyde). Procedure: The title compound was made in a way similar to that of intermediate F2, from 3-(1-(4-amino-3-(3-fluoro-5-hydroxyphenyl)-1H-pyrazolo[3,4-d]pyrimidin-1-yl)ethyl)-4-(5-(4,4,5,5-tetramethyl-1,3-dioxolan-2-yl)thiophen-2-yl)-1H-isochromen-1-one (Intermediate F3, 254 mg, 0.405 mmol) in MeCN (4 mL)/2M HClaqueous (4 mL) to give the title compound (201 mg, 94%) as yellowish solid. RXN SMILES: [NH2:1][C:2]1[N:7]=[CH:6][N:5]=[C:4]2[N:8]([CH:19]([C:21]3[O:22][C:23](=[O:45])[C:24]4[C:29]([C:30]=3[C:31]3[S:32][C:33]([CH:36]5[O:40][C:39]([CH3:42])([CH3:41])[C:38]([CH3:44])([CH3:43])[O:37]5)=[CH:34][CH:35]=3)=[CH:28][CH:27]=[CH:26][CH:25]=4)[CH3:20])[N:9]=[C:10]([C:11]3[CH:16]=[C:15]([OH:17])[CH:14]=[C:13]([F:18])[CH:12]=3)[C:3]=12>CC#N>[NH2:1][C:2]1[N:7]=[CH:6][N:5]=[C:4]2[N:8]([CH:19]([C:21]3[O:22][C:23](=[O:45])[C:24]4[C:29]([C:30]=3[C:31]3[S:32][C:33]([CH:36]5[O:37][C:38]([CH3:44])([CH3:43])[C:39]([CH3:42])([CH3:41])[O:40]5)=[CH:34][CH:35]=3)=[CH:28][CH:27]=[CH:26][CH:25]=4)[CH3:20])[N:9]=[C:10]([C:11]3[CH:16]=[C:15]([OH:17])[CH:14]=[C:13]([F:18])[CH:12]=3)[C:3]=12.[NH2:1][C:2]1[N:7]=[CH:6][N:5]=[C:4]2[N:8]([CH:19]([C:21]3[O:22][C:23](=[O:45])[C:24]4[C:29]([C:30]=3[C:31]3[S:32][C:33]([CH:36]=[O:37])=[CH:34][CH:35]=3)=[CH:28][CH:27]=[CH:26][CH:25]=4)[CH3:20])[N:9]=[C:10]([C:11]3[CH:16]=[C:15]([OH:17])[CH:14]=[C:13]([F:18])[CH:12]=3)[C:3]=12. Starting materials: NC1=C2C(=NC=N1)N(N=C2C2=CC(=CC(=C2)O)F)C(C)C=2OC(C1=CC=CC=C1C2C=2SC(=CC2)C2OC(C(O2)(C)C)(C)C)=O (3-(1-(4-amino-3-(3-fluoro-5-hydroxyphenyl)-1H-pyrazolo[3,4-d]pyrimidin-1-yl)ethyl)-4-(5-(4,4,5,5-tetramethyl-1,3-dioxolan-2-yl)thiophen-2-yl)-1H-isochromen-1-one), intermediate F2. The solvent is CC#N (MeCN). Yield: 94.0%. Starting materials: Cc1c(C(=O)CC(C)C)cc2cc(C(=O)O)oc2c1C, CNC, CC(=O)O, CN(C)C=O, Cl, Cl, O. The product is C=C(C(=O)c1cc2cc(C(=O)O)oc2c(C)c1C)C(C)C. RXN SMILES: [C:1]([CH2:2][CH:3]([CH3:4])[CH3:5])(=[O:6])[c:7]1[c:8]([CH3:20])[c:9]([CH3:19])[c:10]2[c:11]([cH:12][c:13]([C:15](=[O:16])[OH:17])[o:14]2)[cH:18]1.[CH3:22][NH:23][CH3:24].[CH3:25][C:26](=[O:27])[OH:28].[CH3:31][N:32]([CH3:33])[CH:34]=[O:35].[ClH:21].[ClH:29].[OH2:30]>>[C:1]([C:2]([CH:3]([CH3:4])[CH3:5])=[CH2:22])(=[O:6])[c:7]1[c:8]([CH3:20])[c:9]([CH3:19])[c:10]2[c:11]([cH:12][c:13]([C:15](=[O:16])[OH:17])[o:14]2)[cH:18]1. The reactants are FC1=CC=C(C=CC=O)C=C1 (p-Fluorocinnamaldehyde), O (water), C(=O)[O-].[Na+] (sodium formate), Cl.NO (hydroxylamine hydrochloride). Solvent: C(=O)O (formic acid). The product is FC1=CC=C(C=CC#N)C=C1 (p-fluorocinnamonitrile). Yield: 70.4%. Reaction SMILES: [F:1][C:2]1[CH:11]=[CH:10][C:5]([CH:6]=[CH:7][CH:8]=O)=[CH:4][CH:3]=1.C([O-])=O.[Na+].Cl.[NH2:17]O.O>C(O)=O>[F:1][C:2]1[CH:11]=[CH:10][C:5]([CH:6]=[CH:7][C:8]#[N:17])=[CH:4][CH:3]=1 |f:1.2,3.4|. Procedure: p-Fluorocinnamaldehyde (9.0 g.) was refluxed for 1 hr. in 98% formic acid containing sodium formate (10 g.) and hydroxylamine hydrochloride (7 g.). The solution was cooled and poured into water (275 ml.), giving a solid. This was washed well with water, leaving p-fluorocinnamonitrile (6.21 g., 70%), m.p. 64°-65°, λmax. (EtOH) 271 nm ε 22500.